From a dataset of the Open Reaction Database (ORD), a public repository of structured organic reaction records. describe an organic reaction: reactants, conditions, products, and yield Reactants: CCOC(C)=O, CCOCCO, N#Cc1cnc2cnc(F)cc2c1Cl, Clc1ccnc2ncccc12, Nc1cccc(Oc2ccccc2)c1. The product is N#Cc1cnc2cnc(F)cc2c1Nc1cccc(Oc2ccccc2)c1. As a reaction SMILES: [CH3:29][CH2:30][O:31][C:32]([CH3:33])=[O:34].[CH3:46][CH2:47][O:48][CH2:49][CH2:50][OH:51].[Cl:1][c:2]1[c:3]([C:13]#[N:14])[cH:4][n:5][c:6]2[cH:7][n:8][c:9]([F:12])[cH:10][c:11]12.[Cl:35][c:36]1[c:37]2[c:38]([n:39][cH:40][cH:41][cH:42]2)[n:43][cH:44][cH:45]1.[O:15]([c:16]1[cH:17][cH:18][cH:19][cH:20][cH:21]1)[c:22]1[cH:23][c:24]([NH2:25])[cH:26][cH:27][cH:28]1>>[c:2]1([NH:25][c:24]2[cH:23][c:22]([O:15][c:16]3[cH:17][cH:18][cH:19][cH:20][cH:21]3)[cH:28][cH:27][cH:26]2)[c:3]([C:13]#[N:14])[cH:4][n:5][c:6]2[cH:7][n:8][c:9]([F:12])[cH:10][c:11]12. Conditions: temperature 65 celsius. Reactants: C(C)(C)(C)NS(=O)(=O)C=1C=NC=C(C1)C1=NN=C(C=2N1C=CC2C2=CC=CC=C2)NC2=CC(=CC=C2)F (N-(tert-Butyl)-5-(1-((3-fluorophenyl)amino)-8-phenylpyrrolo[1,2-d][1,2,4]triazin-4-yl)pyridine-3-sulfonamide), C(=O)(C(F)(F)F)O (TFA). Procedure: N-(tert-Butyl)-5-(1-((3-fluorophenyl)amino)-8-phenylpyrrolo[1,2-d][1,2,4]triazin-4-yl)pyridine-3-sulfonamide (0.020 g, 0.039 mmol) was dissolved in TFA (0.500 mL, 6.48 mmol) and heated at 65° C. for 4 h. TFA was removed under reduced pressure and the resulting residue was diluted with saturated NaHCO3 (10 mL). The reaction mixture was extracted with EtOAc (3×20 mL). The combined organic extracts were dried over anhydrous Na2SO4, filtered and concentrated under reduced pressure to give a residue ... Reaction SMILES: C([NH:5][S:6]([C:9]1[CH:10]=[N:11][CH:12]=[C:13]([C:15]2[N:20]3[CH:21]=[CH:22][C:23]([C:24]4[CH:29]=[CH:28][CH:27]=[CH:26][CH:25]=4)=[C:19]3[C:18]([NH:30][C:31]3[CH:36]=[CH:35][CH:34]=[C:33]([F:37])[CH:32]=3)=[N:17][N:16]=2)[CH:14]=1)(=[O:8])=[O:7])(C)(C)C.C(O)(C(F)(F)F)=O>>[F:37][C:33]1[CH:32]=[C:31]([NH:30][C:18]2[C:19]3[N:20]([CH:21]=[CH:22][C:23]=3[C:24]3[CH:25]=[CH:26][CH:27]=[CH:28][CH:29]=3)[C:15]([C:13]3[CH:14]=[C:9]([S:6]([NH2:5])(=[O:8])=[O:7])[CH:10]=[N:11][CH:12]=3)=[N:16][N:17]=2)[CH:36]=[CH:35][CH:34]=1. Isolated yield 55.7%. Product: FC=1C=C(C=CC1)NC=1C=2N(C(=NN1)C=1C=C(C=NC1)S(=O)(=O)N)C=CC2C2=CC=CC=C2 (5-(1-((3-fluorophenyl)amino)-8-phenylpyrrolo[1,2-d][1,2,4]triazin-4-yl)pyridine-3-sulfonamide). Reactants: C(C=CCC)(=O)O (pentenoic acid). The solvent is C(CCC)O (butanol). Yields the product C=CCC (butene), C(=O)=O (CO2), C(CC)=O (propionaldehyde). Yield: 2.0%. RXN SMILES: [C:1]([OH:7])(=[O:6])[CH:2]=[CH:3][CH2:4]C>C(O)CCC>[CH2:1]=[CH:2][CH2:3][CH3:4].[C:1](=[O:7])=[O:6].[CH:1](=[O:6])[CH2:2][CH3:3]. Procedure: An appropriate (and preferred) compromise between obtaining a high rate of GVL conversion and maintaining stable catalyst operation is achieved using an aqueous feed solution containing about 60 wt % GVL at 648 K and at a pressure of about 36 bar (see Table 1, entry 5). Under these conditions, catalytic activity remains constant for over 100 h of time on stream (see FIG. 4 and the accompanying text in the Examples). Under these reaction conditions, the following yields were obtained: 85% convers... The reactants are CN1N=CC=C1C(C1=C(C(=C(C(=C1)OC)OC)Cl)Cl)O (α-(1-methylpyrazol-5-yl)-2,3-dichloro-4,5-dimethoxybenzylalcohol). The reagents and catalysts are [O-2].[O-2].[Mn+4] (manganese dioxide). Run in C(Cl)Cl (methylene chloride). Reaction conditions: time 3 day. Product: CN1N=CC=C1C(=O)C1=C(C(=C(C(=C1)OC)OC)Cl)Cl ((1-methylpyrazol-5-yl)-(2,3-dichloro-4,5-dimethoxyphenyl)-methanone). Yield: 90.3%. RXN SMILES: [CH3:1][N:2]1[C:6]([CH:7]([OH:20])[C:8]2[CH:13]=[C:12]([O:14][CH3:15])[C:11]([O:16][CH3:17])=[C:10]([Cl:18])[C:9]=2[Cl:19])=[CH:5][CH:4]=[N:3]1>C(Cl)Cl.[O-2].[O-2].[Mn+4]>[CH3:1][N:2]1[C:6]([C:7]([C:8]2[CH:13]=[C:12]([O:14][CH3:15])[C:11]([O:16][CH3:17])=[C:10]([Cl:18])[C:9]=2[Cl:19])=[O:20])=[CH:5][CH:4]=[N:3]1 |f:2.3.4|. Procedure: 20 g of manganese dioxide are added to a solution of 7.08 g of α-(1-methylpyrazol-5-yl)-2,3-dichloro-4,5-dimethoxybenzylalcohol in methylene chloride and the mixture is stirred at room temperature for 3 days. The reaction mixture is filtered and washed with chloroform. The filtrate and the washings are combined and evaporated to remove solvent. The residue is crystallized from n-hexane to give 6.35 g of (1-methylpyrazol-5-yl)-(2,3-dichloro-4,5-dimethoxyphenyl)-methanone. Reactants: C(C)OC(=O)C=1C=CC(=C(C1)C=1N(C=CC1)C(=O)OC(C)(C)C)OCOC (t-butyl 2-(5-ethoxycarbonyl-2-methoxymethoxy-phenyl)-pyrrole-1-carboxylate), [H][H] (hydrogen). The reagents and catalysts are [Pt].[C] (platinum carbon). Solvent: C(C)O (ethanol). Product: C(C)OC(=O)C=1C=CC(=C(C1)C1N(CCC1)C(=O)OC(C)(C)C)OCOC (t-butyl 2-(5-ethoxycarbonyl-2-methoxymethoxy-phenyl)-pyrrolidine-1-carboxylate). As a reaction SMILES: [CH2:1]([O:3][C:4]([C:6]1[CH:7]=[CH:8][C:9]([O:24][CH2:25][O:26][CH3:27])=[C:10]([C:12]2[N:13]([C:17]([O:19][C:20]([CH3:23])([CH3:22])[CH3:21])=[O:18])[CH:14]=[CH:15][CH:16]=2)[CH:11]=1)=[O:5])[CH3:2].[H][H]>[Pt].[C].C(O)C>[CH2:1]([O:3][C:4]([C:6]1[CH:7]=[CH:8][C:9]([O:24][CH2:25][O:26][CH3:27])=[C:10]([CH:12]2[CH2:16][CH2:15][CH2:14][N:13]2[C:17]([O:19][C:20]([CH3:23])([CH3:22])[CH3:21])=[O:18])[CH:11]=1)=[O:5])[CH3:2] |f:2.3|. Procedure details: 8.2 g of 5% platinum-carbon catalyst was added to an ethanol (400 ml) solution of 28.4 g of t-butyl 2-(5-ethoxycarbonyl-2-methoxymethoxy-phenyl)-pyrrole-1-carboxylate, and the reaction liquid was stirred for 3 days in a hydrogen atmosphere. The catalyst was removed through filtration through Celite, and the solvent was evaporated away under reduced pressure, and the resulting residue was purified through silica gel column chromatography (developing solvent: hexane/ethyl acetate=1/6.5 to 1/6) to ... Reactants: CCCCCCCCCCCCCCCCCCNC, CN([SiH](C)C)[Si](C)(C)C, [Cl-], [NH4+]. Yields the product CCCCCCCCCCCCCCCCCCN(C)[Si](C)(C)C. RXN SMILES: [CH3:10][NH:11][CH2:12][CH2:13][CH2:14][CH2:15][CH2:16][CH2:17][CH2:18][CH2:19][CH2:20][CH2:21][CH2:22][CH2:23][CH2:24][CH2:25][CH2:26][CH2:27][CH2:28][CH3:29].[CH3:1][SiH:2]([CH3:3])[N:8]([Si:4]([CH3:5])([CH3:6])[CH3:7])[CH3:9].[Cl-:30].[NH4+:31]>>[Si:4]([CH3:5])([CH3:6])([CH3:7])[N:11]([CH3:10])[CH2:12][CH2:13][CH2:14][CH2:15][CH2:16][CH2:17][CH2:18][CH2:19][CH2:20][CH2:21][CH2:22][CH2:23][CH2:24][CH2:25][CH2:26][CH2:27][CH2:28][CH3:29].